From a dataset of the Open Reaction Database (ORD), a public repository of structured organic reaction records. describe an organic reaction: reactants, conditions, products, and yield The reactants are CCOc1ccc(S(=O)(=O)Cl)cc1NC(=O)N1CCOCC1, CN(C)CC(N)CC(=O)OCc1ccccc1. Yields the product CCOc1ccc(S(=O)(=O)NC(CC(=O)OCc2ccccc2)CN(C)C)cc1NC(=O)N1CCOCC1. Reaction SMILES: [CH2:18]([CH3:19])[O:20][c:21]1[c:22]([NH:31][C:32](=[O:33])[N:34]2[CH2:35][CH2:36][O:37][CH2:38][CH2:39]2)[cH:23][c:24]([S:27](=[O:28])(=[O:29])[Cl:30])[cH:25][cH:26]1.[NH2:1][CH:2]([CH2:3][C:4](=[O:5])[O:6][CH2:7][c:8]1[cH:9][cH:10][cH:11][cH:12][cH:13]1)[CH2:14][N:15]([CH3:16])[CH3:17]>>[NH:1]([CH:2]([CH2:3][C:4](=[O:5])[O:6][CH2:7][c:8]1[cH:9][cH:10][cH:11][cH:12][cH:13]1)[CH2:14][N:15]([CH3:16])[CH3:17])[S:27]([c:24]1[cH:23][c:22]([NH:31][C:32](=[O:33])[N:34]2[CH2:35][CH2:36][O:37][CH2:38][CH2:39]2)[c:21]([O:20][CH2:18][CH3:19])[cH:26][cH:25]1)(=[O:28])=[O:29]. Reactants: Cc1cccc(C)c1O, Cl, O=N[O-], [Na+], [Na+], [Na+], [Na+], [Na+], [Na+], O=C([O-])[O-], [OH-], O, Nc1ccc(S(=O)(=O)O)cc1, O=S([O-])S(=O)[O-]. Product: Cc1cc(N)cc(C)c1O. RXN SMILES: [CH3:23][c:24]1[c:25]([OH:31])[c:26]([CH3:30])[cH:27][cH:28][cH:29]1.[ClH:22].[N:18]([O-:19])=[O:20].[Na+:12].[Na+:13].[Na+:21].[Na+:33].[Na+:40].[Na+:41].[O-:14][C:15](=[O:16])[O-:17].[OH-:32].[OH2:42].[S:1]([OH:2])(=[O:3])([c:4]1[cH:5][cH:6][c:7]([NH2:9])[cH:8][cH:10]1)=[O:11].[S:34]([S:35]([O-:36])=[O:37])([O-:38])=[O:39]>>[NH2:9][c:28]1[cH:27][c:26]([CH3:30])[c:25]([OH:31])[c:24]([CH3:23])[cH:29]1.